From a dataset of the Open Reaction Database (ORD), a public repository of structured organic reaction records. describe an organic reaction: reactants, conditions, products, and yield Starting materials: ester, C1(=CC=CS1)C(=O)C1=CC=C(C=2CCCCC12)OCC(=O)OC (Methyl [4-(2-thenoyl)-5,6,7,8-tetrahydro-1-naphthyloxy]-acetate), [OH-].[K+] (potassium hydroxide). The solvent is C(C)O (ethanol), O (water). Yields the product C1(=CC=CS1)C(=O)C1=CC=C(C=2CCCCC12)OCC(=O)O ([4-(2-Thenoyl)-5,6,7,8-tetrahyro-1-naphthyloxy]-acetic acid). As a reaction SMILES: [C:1]1([C:6]([C:8]2[C:17]3[CH2:16][CH2:15][CH2:14][CH2:13][C:12]=3[C:11]([O:18][CH2:19][C:20]([O:22]C)=[O:21])=[CH:10][CH:9]=2)=[O:7])[S:5][CH:4]=[CH:3][CH:2]=1.[OH-].[K+]>C(O)C.O>[C:1]1([C:6]([C:8]2[C:17]3[CH2:16][CH2:15][CH2:14][CH2:13][C:12]=3[C:11]([O:18][CH2:19][C:20]([OH:22])=[O:21])=[CH:10][CH:9]=2)=[O:7])[S:5][CH:4]=[CH:3][CH:2]=1 |f:1.2|. Reported procedure: 9 g of the ester according to (b) are dissolved in 100 ml aqueous ethanol. 1.8 g potassium hydroxide dissolved in 25 ml water are added and the mixture refluxed for 8 hours. The ethanol is evaporated and the remaining aqueous phase acidified by addition of mineral acid. The acid is extracted in ethyl ether. Reactants: [Al+3], C1COCCO1, COc1ccc2c(c1)C(=O)NCCC2, [H-], [H-], [H-], [H-], [Li+], [Na+], C1CCOC1, [OH-]. The product is COc1ccc2c(c1)CNCCC2. As a reaction SMILES: [Al+3:2].[CH2:28]1[O:29][CH2:30][CH2:31][O:32][CH2:33]1.[CH3:7][O:8][c:9]1[cH:10][cH:11][c:12]2[c:13]([cH:20]1)[C:14](=[O:19])[NH:15][CH2:16][CH2:17][CH2:18]2.[H-:1].[H-:4].[H-:5].[H-:6].[Li+:3].[Na+:22].[O:23]1[CH2:24][CH2:25][CH2:26][CH2:27]1.[OH-:21]>>[CH3:7][O:8][c:9]1[cH:10][cH:11][c:12]2[c:13]([cH:20]1)[CH2:14][NH:15][CH2:16][CH2:17][CH2:18]2. The reactants are COc1cccc[n+]1[O-], Cl, N, O=[N+]([O-])O, O=S(=O)(O)O. Product: COc1cc([N+](=O)[O-])cc[n+]1[O-]. RXN SMILES: [CH3:2][O:3][c:4]1[n+:5]([O-:10])[cH:6][cH:7][cH:8][cH:9]1.[ClH:1].[NH3:15].[OH:11][N+:12]([O-:13])=[O:14].[S:16](=[O:17])(=[O:18])([OH:19])[OH:20]>>[CH3:2][O:3][c:4]1[n+:5]([O-:10])[cH:6][cH:7][c:8]([N+:12](=[O:11])[O-:13])[cH:9]1. Reactants: CCCCCCCCCCCCCCCCNc1ccc(CCC(=O)Cl)cc1, ClCCl, CN(C)c1ccncc1, Cl, OCc1ccccc1. Yields the product CCCCCCCCCCCCCCCCNc1ccc(CCC(=O)OCc2ccccc2)cc1. RXN SMILES: [CH2:2]([CH2:3][CH2:4][CH2:5][CH2:6][CH2:7][CH2:8][CH2:9][CH2:10][CH2:11][CH2:12][CH2:13][CH2:14][CH2:15][CH2:16][CH3:17])[NH:18][c:19]1[cH:20][cH:21][c:22]([CH2:23][CH2:24][C:25](=[O:26])[Cl:27])[cH:28][cH:29]1.[CH2:47]([Cl:48])[Cl:49].[CH3:38][N:39]([CH3:40])[c:41]1[cH:42][cH:43][n:44][cH:45][cH:46]1.[ClH:1].[OH:30][CH2:31][c:32]1[cH:33][cH:34][cH:35][cH:36][cH:37]1>>[CH2:2]([CH2:3][CH2:4][CH2:5][CH2:6][CH2:7][CH2:8][CH2:9][CH2:10][CH2:11][CH2:12][CH2:13][CH2:14][CH2:15][CH2:16][CH3:17])[NH:18][c:19]1[cH:20][cH:21][c:22]([CH2:23][CH2:24][C:25](=[O:26])[O:30][CH2:31][c:32]2[cH:33][cH:34][cH:35][cH:36][cH:37]2)[cH:28][cH:29]1. Reactants: ClC1=CC(=NC2=CC=C(C=C12)C)N1CCS(C2=C(C1)C=CC=C2)(=O)=O (4-(4-chloro-6-methylquinolin-2-yl)-2,3,4,5-tetrahydro-1,4-benzothiazepine 1,1-dioxide), N[C@@H]1[C@@H](CNC1)O (cis-4-aminopyrrolidin-3-ol). Run in C(CCC)O (n-butanol). Conditions: temperature 180 celsius. Product: N[C@@H]1[C@@H](CN(C1)C1=CC(=NC2=CC=C(C=C12)C)N1CCS(C2=C(C1)C=CC=C2)(=O)=O)O (cis-4-amino-1-[2-(1,1-Dioxido-2,3-dihydro-1,4-benzothiazepin-4(5H)-yl)-6-methylquinolin-4-yl]pyrrolidin-3-ol). Reaction SMILES: Cl[C:2]1[C:11]2[C:6](=[CH:7][CH:8]=[C:9]([CH3:12])[CH:10]=2)[N:5]=[C:4]([N:13]2[CH2:19][C:18]3[CH:20]=[CH:21][CH:22]=[CH:23][C:17]=3[S:16](=[O:25])(=[O:24])[CH2:15][CH2:14]2)[CH:3]=1.[NH2:26][C@H:27]1[CH2:31][NH:30][CH2:29][C@H:28]1[OH:32]>C(O)CCC>[NH2:26][C@H:27]1[CH2:31][N:30]([C:2]2[C:11]3[C:6](=[CH:7][CH:8]=[C:9]([CH3:12])[CH:10]=3)[N:5]=[C:4]([N:13]3[CH2:19][C:18]4[CH:20]=[CH:21][CH:22]=[CH:23][C:17]=4[S:16](=[O:25])(=[O:24])[CH2:15][CH2:14]3)[CH:3]=2)[CH2:29][C@H:28]1[OH:32]. Procedure details: A mixture of 4-(4-chloro-6-methylquinolin-2-yl)-2,3,4,5-tetrahydro-1,4-benzothiazepine 1,1-dioxide (740 mg, 2.0 mmol, prepared in analogy to the one in Example 2-1) and cis-4-aminopyrrolidin-3-ol (600 mg, 6.0 mmol) in n-butanol (0.2 mL) was heated at 180° C. for 3 days. After being cooled to room temperature, the mixture was purified by preparative HPLC to afford the product as a solid. MS obsd. (ESI+) [(M+H)+] 439, 1H NMR (400 MHz, CD3OD) δ ppm 8.12 (dd, J=7.83, 1.26 Hz, 1 H), 8.02 (s, 1 H), 7.... Reactants: ClCCCl, CN(C)C=O, COCCn1c(-c2ccc(Cl)cc2)nn(CC(=O)O)c1=O, Cl, NCc1cccc(C(F)(F)F)c1, O, On1nnc2ccccc21. Product: COCCn1c(-c2ccc(Cl)cc2)nn(CC(=O)NCc2cccc(C(F)(F)F)c2)c1=O. RXN SMILES: [CH2:44]([Cl:45])[CH2:46][Cl:47].[CH3:49][N:50]([CH3:51])[CH:52]=[O:53].[Cl:1][c:2]1[cH:3][cH:4][c:5](-[c:8]2[n:9][n:10]([CH2:18][C:19](=[O:20])[OH:21])[c:11](=[O:17])[n:12]2[CH2:13][CH2:14][O:15][CH3:16])[cH:6][cH:7]1.[ClH:48].[F:22][C:23]([c:24]1[cH:25][c:26]([CH2:27][NH2:28])[cH:29][cH:30][cH:31]1)([F:32])[F:33].[OH2:54].[OH:34][n:35]1[c:36]2[c:37]([cH:38][cH:39][cH:40][cH:41]2)[n:42][n:43]1>>[Cl:1][c:2]1[cH:3][cH:4][c:5](-[c:8]2[n:9][n:10]([CH2:18][C:19](=[O:21])[NH:28][CH2:27][c:26]3[cH:25][c:24]([C:23]([F:22])([F:32])[F:33])[cH:31][cH:30][cH:29]3)[c:11](=[O:17])[n:12]2[CH2:13][CH2:14][O:15][CH3:16])[cH:6][cH:7]1.